Dataset: the Open Reaction Database (ORD), a public repository of structured organic reaction records. Task: describe an organic reaction: reactants, conditions, products, and yield Reactants: N(=NC(=O)N1CCCCC1)C(=O)N1CCCCC1 (1,1'-(azodicarbonyl) dipiperidine), ClC1=C(C=C(C=C1)Cl)S(=O)(=O)OC=1C=C(C=C(C1)C)O (3-(2,5-dichlorophenylsulfonyloxy)-5-methylphenol), C(CCC)P(CCCC)CCCC (tri-n-butylphosphine), C(CCO)O (1,3-propanediol). Run in O1CCCC1 (tetrahydrofuran), CCCCCC (Hexane). Run at time 8 hour. Product: ClC1=C(C=C(C=C1)Cl)S(=O)(=O)OC=1C=C(OCCCO)C=C(C1)C (3-[3-(2,5-Dichlorophenylsulfonyloxy)-5-methylphenoxy]propanol). Yield: 89.5%. As a reaction SMILES: [Cl:1][C:2]1[CH:7]=[CH:6][C:5]([Cl:8])=[CH:4][C:3]=1[S:9]([O:12][C:13]1[CH:14]=[C:15]([OH:20])[CH:16]=[C:17]([CH3:19])[CH:18]=1)(=[O:11])=[O:10].C(P(CCCC)CCCC)CCC.[CH2:34](O)[CH2:35][CH2:36][OH:37].N(C(N1CCCCC1)=O)=NC(N1CCCCC1)=O>O1CCCC1.CCCCCC>[Cl:1][C:2]1[CH:7]=[CH:6][C:5]([Cl:8])=[CH:4][C:3]=1[S:9]([O:12][C:13]1[CH:14]=[C:15]([CH:16]=[C:17]([CH3:19])[CH:18]=1)[O:20][CH2:34][CH2:35][CH2:36][OH:37])(=[O:10])=[O:11]. Procedure details: To a solution of 3-(2,5-dichlorophenylsulfonyloxy)-5-methylphenol (642 mg, 2.0 mmol), as prepared in the preceding step, tri-n-butylphosphine (607 mg, 3.0 mmol) and 1,3-propanediol (760 mg, 10 mmol) in anhydrous tetrahydrofuran (20 mL) was added 1,1'-(azodicarbonyl) dipiperidine (757 mg, 3.0 mmol). The mixture was stirred at ambient temperature overnight. Hexane (30 mL) was added to the mixture, and the precipitates were removed by filtration. The filtrate was evaporated in vacuo, and the residu...